From a dataset of the Open Reaction Database (ORD), a public repository of structured organic reaction records. describe an organic reaction: reactants, conditions, products, and yield The reactants are FC1=C(C=CC(=C1)F)C1=NNC=C1C=1C=CC=2N(N1)C(=NN2)C(C)C (6-(3-(2,4-difluorophenyl)-1H-pyrazol-4-yl)-3-isopropyl-[1,2,4]triazolo[4,3-b]pyridazine), N(=NC(=O)OCC)C(=O)OCC (Diethyl azodicarboxylate), O1CCC(CC1)O (tetrahydro-2H-pyran-4-ol), C1=CC=C(C=C1)P(C2=CC=CC=C2)C3=CC=CC=C3 (Ph3P). The solvent is C1CCOC1 (THF). Run at time 1 hour. The product is FC1=C(C=CC(=C1)F)C1=NN(C=C1C=1C=CC=2N(N1)C(=NN2)C(C)C)C2CCOCC2 (6-(3-(2,4-Difluorophenyl)-1-(tetrahydro-2H-pyran-4-yl)-1H-pyrazol-4-yl)-3-isopropyl-[1,2,4]triazolo[4,3-b]pyridazine). Yield: 16.9%. Reaction SMILES: [F:1][C:2]1[CH:7]=[C:6]([F:8])[CH:5]=[CH:4][C:3]=1[C:9]1[C:13]([C:14]2[CH:15]=[CH:16][C:17]3[N:18]([C:20]([CH:23]([CH3:25])[CH3:24])=[N:21][N:22]=3)[N:19]=2)=[CH:12][NH:11][N:10]=1.[O:26]1[CH2:31][CH2:30][CH:29](O)[CH2:28][CH2:27]1.C1C=CC(P(C2C=CC=CC=2)C2C=CC=CC=2)=CC=1.N(C(OCC)=O)=NC(OCC)=O>C1COCC1>[F:1][C:2]1[CH:7]=[C:6]([F:8])[CH:5]=[CH:4][C:3]=1[C:9]1[C:13]([C:14]2[CH:15]=[CH:16][C:17]3[N:18]([C:20]([CH:23]([CH3:25])[CH3:24])=[N:21][N:22]=3)[N:19]=2)=[CH:12][N:11]([CH:29]2[CH2:30][CH2:31][O:26][CH2:27][CH2:28]2)[N:10]=1. Procedure: The 6-(3-(2,4-difluorophenyl)-1H-pyrazol-4-yl)-3-isopropyl-[1,2,4]triazolo[4,3-b]pyridazine (0.30 g, 0.88 mmol) in THF (4 mL) was treated with tetrahydro-2H-pyran-4-ol (0.12 g, 1.1 mmol; Example #L.1.1) and Ph3P (0.35 g, 1.3 mmol). Diethyl azodicarboxylate (40 wt % in toluene, 0.52 mL, 1.32 mmol; TCI) was then added and the mixture stirred at ambient temperature for about 1 h. The reaction was concentrated under reduced pressure and then purified by silica gel chromatography using EtOAc/MeOH (st...